Dataset: the Open Reaction Database (ORD), a public repository of structured organic reaction records. Task: describe an organic reaction: reactants, conditions, products, and yield Yield: 16.3%. RXN SMILES: [CH3:1][C:2]1[C:3]([CH:8]2[CH2:13][CH2:12][CH2:11][CH:10]([C:14]3[C:19]([CH3:20])=[CH:18][CH:17]=[CH:16][N:15]=3)[N:9]2[CH2:21][C:22]2[CH:30]=[CH:29][C:25]([C:26]([OH:28])=O)=[CH:24][CH:23]=2)=[N:4][CH:5]=[CH:6][CH:7]=1.C(Cl)(=O)C(Cl)=O.CCN(C(C)C)C(C)C.[NH2:46][OH:47].O>C(Cl)Cl.CN(C=O)C.[NH4+].[Cl-]>[CH3:20][C:19]1[C:14]([CH:10]2[CH2:11][CH2:12][CH2:13][CH:8]([C:3]3[C:2]([CH3:1])=[CH:7][CH:6]=[CH:5][N:4]=3)[N:9]2[CH2:21][C:22]2[CH:30]=[CH:29][C:25]([C:26]([NH:46][OH:47])=[O:28])=[CH:24][CH:23]=2)=[N:15][CH:16]=[CH:17][CH:18]=1 |f:3.4,7.8|. Run at time 15 minute. Procedure details: To a cold (0° C.) solution of 4-(3,3″-Dimethyl-3′,4′,5′,6′-tetrahydro-2′H-[2,2′;6′,2″]terpyridin-1′-ylmethyl)-benzoic acid (0.124 g,0.31 mmol) in CH2Cl2 (3 mL) and DMF (5 drops) was added oxalyl chloride (0.11 mL, 1.26 mmol). After 15 minutes, the mixture was concentrated and provided a beige solid. The solid was dissolved in DMF (3 mL) and treated with DIPEA (0.50 mL, 2.87 mmol) followed by NH2OH.H2O (72 mg, 1.04 mmol). The resultant mixture was stirred at room temperature overnight. The mixtur... Reagents/catalysts: CN(C)C=O (DMF). Starting materials: CC=1C(=NC=CC1)C1N(C(CCC1)C1=NC=CC=C1C)CC1=CC=C(C(=O)O)C=C1 (4-(3,3″-Dimethyl-3′,4′,5′,6′-tetrahydro-2′H-[2,2′;6′,2″]terpyridin-1′-ylmethyl)-benzoic acid), C(C(=O)Cl)(=O)Cl (oxalyl chloride), NO.O (NH2OH.H2O), resultant mixture, CCN(C(C)C)C(C)C (DIPEA). Yields the product CC=1C(=NC=CC1)C1N(C(CCC1)C1=NC=CC=C1C)CC1=CC=C(C(=O)NO)C=C1 (4-(3,3″-Dimethyl-3′,4′,5′,6′-tetrahydro-2′H-[2,2′;6′,2″]terpyridin-1′-ylmethyl)-N-hydroxy-benzamide). Run in CN(C)C=O (DMF), C(Cl)Cl (CH2Cl2), [NH4+].[Cl-] (NH4Cl). The reactants are C(CCC)[Li] (n-butyllithium), C[Si](C)(C)C#C (trimethylsilylacetylene), C(C)(C)(C)OC(=O)N1CC(CCC1)=O (1-tert-butoxycarbonylpiperidin-3-one), [Cl-].N (ammonia chloride). Solvent: O1CCCC1 (tetrahydrofuran), CCCCCC (hexane), O1CCCC1 (tetrahydrofuran). Reaction conditions: time 1 hour. Yields the product C(C)(C)(C)OC(=O)N1CC(CCC1)(O)C#C (1-tert-Butoxycarbonyl-3-ethynyl-3-piperidinol). Isolated yield 71.1%. Reaction SMILES: C([Li])CCC.C[Si]([C:10]#[CH:11])(C)C.[C:12]([O:16][C:17]([N:19]1[CH2:24][CH2:23][CH2:22][C:21](=[O:25])[CH2:20]1)=[O:18])([CH3:15])([CH3:14])[CH3:13].[Cl-].N>O1CCCC1.CCCCCC>[C:12]([O:16][C:17]([N:19]1[CH2:24][CH2:23][CH2:22][C:21]([C:10]#[CH:11])([OH:25])[CH2:20]1)=[O:18])([CH3:15])([CH3:13])[CH3:14] |f:3.4|. Procedure details: In a dry ice-acetone bath, 40 ml of a 1.6 M hexane solution of n-butyllithium was added dropwise to a solution of 6.07 g of trimethylsilylacetylene in 100 ml of tetrahydrofuran. After the temperature was once elevated to 0° C., the mixture was cooled again in a dry ice-acetone bath and a solution of 5.97 g of 1-tert-butoxycarbonylpiperidin-3-one in 50 ml of tetrahydrofuran was added dropwise thereto. After 1 hour, aqueous ammonia chloride was added thereto, and the mixture was extracted with eth... Reactants: ClC(Cl)(Cl)Cl, Cc1ccc(CO)cc1C(Cl)=C(Cl)Cl, c1ccc(P(c2ccccc2)c2ccccc2)cc1. Yields the product Cc1ccc(CCl)cc1C(Cl)=C(Cl)Cl. Reaction SMILES: [C:34]([Cl:35])([Cl:36])([Cl:37])[Cl:38].[CH3:1][c:2]1[c:3]([C:10](=[C:11]([Cl:12])[Cl:13])[Cl:14])[cH:4][c:5]([CH2:6][OH:7])[cH:8][cH:9]1.[c:15]1([P:16]([c:17]2[cH:18][cH:19][cH:20][cH:21][cH:22]2)[c:23]2[cH:24][cH:25][cH:26][cH:27][cH:28]2)[cH:29][cH:30][cH:31][cH:32][cH:33]1>>[CH3:1][c:2]1[c:3]([C:10](=[C:11]([Cl:12])[Cl:13])[Cl:14])[cH:4][c:5]([CH2:6][Cl:35])[cH:8][cH:9]1. Starting materials: Cc1ccc(C[Mg+])cc1C, [Cl-], COC(=O)c1cc2c([nH]1)CCC2=O. Yields the product COC(=O)c1cc2c([nH]1)CCC2Cc1ccc(C)c(C)c1. As a reaction SMILES: [CH3:15][c:16]1[cH:17][c:18]([CH2:19][Mg+:20])[cH:21][cH:22][c:23]1[CH3:24].[Cl-:14].[O:1]=[C:2]1[CH2:3][CH2:4][c:5]2[nH:6][c:7]([C:10](=[O:11])[O:12][CH3:13])[cH:8][c:9]21>>[CH:2]1([CH2:19][c:18]2[cH:17][c:16]([CH3:15])[c:23]([CH3:24])[cH:22][cH:21]2)[CH2:3][CH2:4][c:5]2[nH:6][c:7]([C:10](=[O:11])[O:12][CH3:13])[cH:8][c:9]21.